The task is: describe an organic reaction: reactants, conditions, products, and yield. This data is from the Open Reaction Database (ORD), a public repository of structured organic reaction records. Procedure: By using 5-(3-aminophenyl)-1H-naphtho[1,2-b][1,4]diazepine-2,4(3H,5H)-dione obtained in Example 53, (1), and 2-nitrobenzenesulfonyl chloride, the title compound was obtained in the same manner as that of Example 145. Yields the product O=C1CC(N(C2=C(N1)C1=CC=CC=C1C=C2)C=2C=C(C=CC2)NS(=O)(=O)C2=C(C=CC=C2)[N+](=O)[O-])=O (N-[3-(2,4-Dioxo-1,2,3,4-tetrahydronaphtho[1,2-b][1,4]diazepin-5-yl)phenyl]-2-nitrobenzenesulfonamide). Reaction SMILES: [NH2:1][C:2]1[CH:3]=[C:4]([N:8]2[C:14](=[O:15])[CH2:13][C:12](=[O:16])[NH:11][C:10]3[C:17]4[C:22]([CH:23]=[CH:24][C:9]2=3)=[CH:21][CH:20]=[CH:19][CH:18]=4)[CH:5]=[CH:6][CH:7]=1.[N+:25]([C:28]1[CH:33]=[CH:32][CH:31]=[CH:30][C:29]=1[S:34](Cl)(=[O:36])=[O:35])([O-:27])=[O:26]>>[O:16]=[C:12]1[NH:11][C:10]2[C:17]3[C:22]([CH:23]=[CH:24][C:9]=2[N:8]([C:4]2[CH:3]=[C:2]([NH:1][S:34]([C:29]4[CH:30]=[CH:31][CH:32]=[CH:33][C:28]=4[N+:25]([O-:27])=[O:26])(=[O:35])=[O:36])[CH:7]=[CH:6][CH:5]=2)[C:14](=[O:15])[CH2:13]1)=[CH:21][CH:20]=[CH:19][CH:18]=3. The reactants are NC=1C=C(C=CC1)N1C2=C(NC(CC1=O)=O)C1=CC=CC=C1C=C2 (5-(3-aminophenyl)-1H-naphtho[1,2-b][1,4]diazepine-2,4(3H,5H)-dione), [N+](=O)([O-])C1=C(C=CC=C1)S(=O)(=O)Cl (2-nitrobenzenesulfonyl chloride). The reactants are C([O-])(O)=O.[Na+] (sodium bicarbonate), C(C1=CC=CC=C1)OC(=O)Cl (benzyloxycarbonylchloride), O (water), C([O-])(O)=O.[Na+] (sodium bicarbonate), N1=C(C=NC=C1)C(=O)O (2-Pyrazinecarboxylic acid). Reagents/catalysts: [Pd] (palladium black). Run in CC(=O)C (acetone). Reaction conditions: temperature 0 celsius, time 60 hour. Product: C(C1=CC=CC=C1)OC(=O)N1C(CN(CC1)C(=O)OCC1=CC=CC=C1)C(=O)O ((+/-)-N,N'-Dibenzyloxycarbonylpiperazine-2-carboxylic acid), N (NH3). As a reaction SMILES: [N:1]1[CH:6]=[CH:5][N:4]=[CH:3][C:2]=1[C:7]([OH:9])=[O:8].O.[C:11](=[O:14])([OH:13])[O-].[Na+].[CH2:16]([O:23][C:24](Cl)=[O:25])[C:17]1[CH:22]=[CH:21][CH:20]=[CH:19][CH:18]=1>CC(C)=O.[Pd]>[CH2:16]([O:13][C:11]([N:1]1[CH2:6][CH2:5][N:4]([C:24]([O:23][CH2:16][C:17]2[CH:22]=[CH:21][CH:20]=[CH:19][CH:18]=2)=[O:25])[CH2:3][CH:2]1[C:7]([OH:9])=[O:8])=[O:14])[C:17]1[CH:22]=[CH:21][CH:20]=[CH:19][CH:18]=1.[NH3:1] |f:2.3|. Reported procedure: 2-Pyrazinecarboxylic acid (2.15 g, 17.32 mmol) is placed in a hydrogenation bottle containing water (100 mL), sodium bicarbonate (1.45 g, 17.32 mmol) and palladium black (500 mg). The bottle is placed under hydrogen (40 p.s.i.) for 60 hours, filtered through celite and lyophilized. The residue is dissolved in water (25 mL), cooled to 0° C., and treated with sodium bicarbonate (3.78 g, 45.00 mmol) and benzyloxycarbonylchloride (6.25 mL, 41.60 mmol) in acetone (25 mL). After stirring 20 hours at a... Reactants: [Si](C)(C)(C(C)(C)C)OCC(COCP(=O)(OCC)OCC)ONC1=NC=NC(=C1NC=O)Cl (4-(1-t-butyldimethylsilyloxy-3-diethoxyphosphorylmethoxyprop-2-oxyamino)-6-chloro-5-formamidopyrimidine). Run in C(C)(=O)OC(OCC)OCC (diethoxymethyl acetate). Reaction conditions: time 1 hour. The product is [Si](C)(C)(C(C)(C)C)OCC(COCP(=O)(OCC)OCC)ON1C2=NC=NC(=C2N=C1)Cl (9-(1-t-butyldimethylsilyloxy -3-diethoxyphosphorylmethoxyprop-2-oxy)-6-chloropurine). The yield is 80.1%. Reaction SMILES: [Si:1]([O:8][CH2:9][CH:10]([O:22][NH:23][C:24]1[C:29]([NH:30][CH:31]=O)=[C:28]([Cl:33])[N:27]=[CH:26][N:25]=1)[CH2:11][O:12][CH2:13][P:14]([O:19][CH2:20][CH3:21])([O:16][CH2:17][CH3:18])=[O:15])([C:4]([CH3:7])([CH3:6])[CH3:5])([CH3:3])[CH3:2]>C(OC(OCC)OCC)(=O)C>[Si:1]([O:8][CH2:9][CH:10]([O:22][N:23]1[CH:31]=[N:30][C:29]2[C:24]1=[N:25][CH:26]=[N:27][C:28]=2[Cl:33])[CH2:11][O:12][CH2:13][P:14]([O:19][CH2:20][CH3:21])([O:16][CH2:17][CH3:18])=[O:15])([C:4]([CH3:7])([CH3:6])[CH3:5])([CH3:2])[CH3:3]. Procedure details: A solution of 4-(1-t-butyldimethylsilyloxy-3-diethoxyphosphorylmethoxyprop-2-oxyamino)-6-chloro-5-formamidopyrimidine (0.4 g, 0.76 mmol) in diethoxymethyl acetate (10 ml) was stirred at 120° C. for 4 hours. The solvents were evaporated, the residue dissloved in methanol (10 ml) and 0.88 ammonia (0.3 ml) and stirred for 1 hour. After evaporation, the residue was chromatographed on silica eluting with ethyl acetate and then with chloroform to give 9-(1-t-butyldimethylsilyloxy -3-diethoxyphosphoryl... Reactants: C/C(=C\C#N)/N (3-aminocrotonitrile), C(C)(=O)CC(C)=O (acetylacetone). Yields the product C(#N)C=1C(=NC(=CC1C)C)C (3-Cyano-2,4,6-trimethylpyridine). As a reaction SMILES: [CH3:1]/[C:2](/[NH2:6])=[CH:3]\[C:4]#[N:5].[C:7]([CH2:10][C:11](=O)[CH3:12])(=O)[CH3:8]>>[C:4]([C:3]1[C:2]([CH3:1])=[N:6][C:7]([CH3:8])=[CH:10][C:11]=1[CH3:12])#[N:5]. Reported procedure: 3-Cyano-2,4,6-trimethylpyridine was prepared from 3-aminocrotonitrile and acetylacetone following the procedure of Kato and Noda (Chem. Pharm. Bull. 24, 303, 1976). Reactants: ClC1=CC2=C(C=3C=NNC13)CN1C([C@@H](C2)CC(=O)O)=NC=C1C(C(F)(F)F)(C)C ([(7S)-4-chloro-10-(2,2,2-trifluoro-1,1-dimethylethyl)-3,6,7,12-tetrahydroimidazo[1′,2′:1,7]azepino[3,4-e]indazol-7-yl]acetic acid), Cl.Cl.N1CCC(CC1)N1C(NC2=NC=CC=C21)=O (1-Piperidin-4-yl-1,3-dihydro-2H-imidazo[4,5-b]pyridin-2-one dihydrochloride), C=1C=CC2=C(C1)N=NN2O (HOBT), C(CCl)Cl (EDC), C(C)(C)N(C(C)C)CC (N,N-diisopropylethylamine). Solvent: CN(C)C=O (DMF). Run at time 18 hour. Yields the product ClC1=CC2=C(C=3C=NNC13)CN1C([C@@H](C2)CC(=O)N2CCC(CC2)N2C(NC3=NC=CC=C32)=O)=NC=C1C(C(F)(F)F)(C)C (1-(1-{[(7S)-4-chloro-10-(2,2,2-trifluoro-1,1-dimethylethyl)-3,6,7,12-tetrahydroimidazo[1′,2′:1,7]azepino[3,4-e]indazol-7-yl]acetyl}piperidin-4-yl)-1,3-dihydro-2H-imidazo[4,5-b]pyridin-2-one). RXN SMILES: [Cl:1][C:2]1[C:10]2[NH:9][N:8]=[CH:7][C:6]=2[C:5]2[CH2:11][N:12]3[C:22]([C:23]([CH3:29])([CH3:28])[C:24]([F:27])([F:26])[F:25])=[CH:21][N:20]=[C:13]3[C@H:14]([CH2:16][C:17](O)=[O:18])[CH2:15][C:4]=2[CH:3]=1.Cl.Cl.[NH:32]1[CH2:37][CH2:36][CH:35]([N:38]2[C:46]3[C:41](=[N:42][CH:43]=[CH:44][CH:45]=3)[NH:40][C:39]2=[O:47])[CH2:34][CH2:33]1.C1C=CC2N(O)N=NC=2C=1.C(Cl)CCl.C(N(CC)C(C)C)(C)C>CN(C=O)C>[Cl:1][C:2]1[C:10]2[NH:9][N:8]=[CH:7][C:6]=2[C:5]2[CH2:11][N:12]3[C:22]([C:23]([CH3:28])([CH3:29])[C:24]([F:25])([F:27])[F:26])=[CH:21][N:20]=[C:13]3[C@H:14]([CH2:16][C:17]([N:32]3[CH2:33][CH2:34][CH:35]([N:38]4[C:46]5[C:41](=[N:42][CH:43]=[CH:44][CH:45]=5)[NH:40][C:39]4=[O:47])[CH2:36][CH2:37]3)=[O:18])[CH2:15][C:4]=2[CH:3]=1 |f:1.2.3|. Procedure: A mixture of [(7S)-4-chloro-10-(2,2,2-trifluoro-1,1-dimethylethyl)-3,6,7,12-tetrahydroimidazo[1′,2′:1,7]azepino[3,4-e]indazol-7-yl]acetic acid (100 mg, 0.275 mmol), 1-Piperidin-4-yl-1,3-dihydro-2H-imidazo[4,5-b]pyridin-2-one dihydrochloride [Bergey et al. WO 2006/044504], HOBT (43 mg, 0.28 mmol), EDC (54 mg, 0.28 mmol) and N,N-diisopropylethylamine (48 uL, 0.28 mmol) in DMF (2 mL) is stirred at ambient temperature for 18 h. The reaction mixture is purified directly by HPLC using a reversed phase...